From a dataset of the Open Reaction Database (ORD), a public repository of structured organic reaction records. describe an organic reaction: reactants, conditions, products, and yield Starting materials: O (water), NN (Hydrazine), C(C)(=O)C=1OC=2C(C1)=C(C=CC2OC)S(=O)(=O)NCC2=CC=CC=C2 (2-Acetyl-N-benzyl-7-methoxy-4-benzofuransulphonamide), C([O-])([O-])=O.[K+].[K+] (potassium carbonate). Solvent: [Cl-].[Na+].O (brine), C(C)(=O)OCC (ethyl acetate), C=C (ethylene). Product: C(C1=CC=CC=C1)NS(=O)(=O)C=1C=CC(=C2C1C=C(O2)CC)OC (N-Benzyl-2ethyl-7-methoxy-4-benzofuransulphonamide). Isolated yield 53.1%. RXN SMILES: NN.[C:3]([C:6]1[O:7][C:8]2[C:9](=[C:11]([S:17]([NH:20][CH2:21][C:22]3[CH:27]=[CH:26][CH:25]=[CH:24][CH:23]=3)(=[O:19])=[O:18])[CH:12]=[CH:13][C:14]=2[O:15][CH3:16])[CH:10]=1)(=O)[CH3:4].C(=O)([O-])[O-].[K+].[K+].O>C=C.[Cl-].[Na+].O.C(OCC)(=O)C>[CH2:21]([NH:20][S:17]([C:11]1[CH:12]=[CH:13][C:14]([O:15][CH3:16])=[C:8]2[O:7][C:6]([CH2:3][CH3:4])=[CH:10][C:9]=12)(=[O:19])=[O:18])[C:22]1[CH:27]=[CH:26][CH:25]=[CH:24][CH:23]=1 |f:2.3.4,7.8.9|. Reported procedure: Hydrazine (6.96 g) was added to a suspension of Example 2 (10 g) in ethylene glygol (120 ml) at 38° C. The mixture was heated and potassium carbonate (7.7 g) was added at 65° C. Heating was continued until a temperature of 170° C. was attained. The mixture was cooled to room temperature and poured into a mixture of brine (300 ml), water (300 ml) and ethyl acetate (300 ml). The aqueous layer was extracted with ethyl acetate (2×300 ml) and the combined organic extracts were dried (MgSO4) and conce... Starting materials: OC1=C(C(=CC(=C1CC=C(C)C)OC)OC)C(C)=O (2'-hydroxy-4',6'-dimethoxy-3'-(3-methyl-2-butenyl)acetophenone). Solvent: C(C)O (ethanol). Yields the product C(C1=CC=C(C=C1)OC)=O (p-anisaldehyde). As a reaction SMILES: O[C:2]1[C:7](CC=C(C)C)=[C:6]([O:13][CH3:14])[CH:5]=[C:4](OC)[C:3]=1[C:17](=[O:19])C>C(O)C>[CH:17](=[O:19])[C:3]1[CH:2]=[CH:7][C:6]([O:13][CH3:14])=[CH:5][CH:4]=1. Reported procedure: In 80 ml of ethanol were dissolved 13.76 g of the 2'-hydroxy-4',6'-dimethoxy-3'-(3-methyl-2-butenyl)acetophenone obtained in Production Example 14 and 7.5 ml of p-anisaldehyde, and the solution was cooled to 0° C. and 120 ml of a saturated ethanol solution of potassium hydroxide was added to the solution. The mixture was stirred for 38 hours. After the reaction, the reaction liquid was diluted with water and neutralized with 6N hydrochloric acid, and the precipitated crystal was recovered by fil... The reactants are Cl[Si](C1C(=C(C(=C1C)C)C)C)(C)C (chloro(dimethyl)(2,3,4,5-tetramethyl-2,4-cyclopentadien-1-yl)silane), BrC1=C(N)C(=CC(=C1)C)C (2-bromo-4,6-dimethylaniline), [Li]CCCC (nBuLi). Solvent: C1CCOC1 (THF), C1CCOC1 (THF), hexanes. Run at time 2 hour. Yields the product BrC1=C(C(=CC(=C1)C)C)N[Si](C1C(=C(C(=C1C)C)C)C)(C)C (N-(2-Bromo-4,6-dimethylphenyl)(dimethyl)(2,3,4,5-tetramethyl-2,4-cyclopentadien-1-yl)silanamine). RXN SMILES: [Br:1][C:2]1[CH:8]=[C:7]([CH3:9])[CH:6]=[C:5]([CH3:10])[C:3]=1[NH2:4].[Li]CCCC.Cl[Si:17]([CH3:28])([CH3:27])[CH:18]1[C:22]([CH3:23])=[C:21]([CH3:24])[C:20]([CH3:25])=[C:19]1[CH3:26]>C1COCC1>[Br:1][C:2]1[CH:8]=[C:7]([CH3:9])[CH:6]=[C:5]([CH3:10])[C:3]=1[NH:4][Si:17]([CH3:27])([CH3:28])[CH:18]1[C:22]([CH3:23])=[C:21]([CH3:24])[C:20]([CH3:25])=[C:19]1[CH3:26]. Procedure: Under an argon atmosphere, to a solution of 13.9 g (69.5 mmol) of 2-bromo-4,6-dimethylaniline in 200 ml of THF, 27.9 ml of 2.5 M (69.5 mmol) nBuLi in hexanes were added at −50° C. This mixture was stirred for 2 hours at ambient temperature. The resulting solution was added dropwise over ca. 1 hour, while vigorously stirring, to a solution of 15.0 g (69.5 mmol) of chloro(dimethyl)(2,3,4,5-tetramethyl-2,4-cyclopentadien-1-yl)silane in 100 ml of THF at 0° C. The resulting mixture was stirred overni... Reactants: O([Na])C(C)(C)C (NaO-t-Bu), C1(=CC=CC=C1)N(C1=CC=CC=C1)C=CC1=CC=CC=C1 (N,N-diphenylaminostyrene), NC1=CC=C(C=C)C=C1 (4-aminostyrene), BrC1=CC=CC=C1 (bromobenzene), BrC1=CC=C(C=C1)C (4-bromotoluene). The reagents and catalysts are C=1C=CC(=CC1)/C=C/C(=O)/C=C/C2=CC=CC=C2.C=1C=CC(=CC1)/C=C/C(=O)/C=C/C2=CC=CC=C2.C=1C=CC(=CC1)/C=C/C(=O)/C=C/C2=CC=CC=C2.[Pd].[Pd] (Pd2dba3). The solvent is C1(=CC=CC=C1)C (toluene). Conditions: temperature 60 celsius. The product is product ( 6 ), C1(=CC=CC=C1)N(C1=CC=C(C=C1)C=CC1=CC=C(C=C1)C)C1=CC=CC=C1 (N,N-diphenyl-4-[2-(4-methylphenyl) ethenyl]benzenamine). Isolated yield 86.0%. Reaction SMILES: O(C(C)(C)C)[Na].[NH2:7][C:8]1[CH:15]=[CH:14][C:11]([CH:12]=[CH2:13])=[CH:10][CH:9]=1.Br[C:17]1[CH:22]=[CH:21][CH:20]=[CH:19][CH:18]=1.C1(N(C=[CH:37][C:38]2[CH:43]=[CH:42][CH:41]=[CH:40][CH:39]=2)C2C=CC=CC=2)C=CC=CC=1.Br[C:45]1[CH:50]=[CH:49][C:48](C)=[CH:47][CH:46]=1>C1C=CC(/C=C/C(/C=C/C2C=CC=CC=2)=O)=CC=1.C1C=CC(/C=C/C(/C=C/C2C=CC=CC=2)=O)=CC=1.C1C=CC(/C=C/C(/C=C/C2C=CC=CC=2)=O)=CC=1.[Pd].[Pd].C1(C)C=CC=CC=1>[C:17]1([N:7]([C:45]2[CH:50]=[CH:49][CH:48]=[CH:47][CH:46]=2)[C:8]2[CH:15]=[CH:14][C:11]([CH:12]=[CH:13][C:41]3[CH:40]=[CH:39][C:38]([CH3:37])=[CH:43][CH:42]=3)=[CH:10][CH:9]=2)[CH:22]=[CH:21][CH:20]=[CH:19][CH:18]=1 |f:5.6.7.8.9|. Procedure: An oven dried Schlenk tube equipped with a magnetic stirring bar was charged with Pd2dba3 (2 mol %) and NaO-t-Bu (3.5 mmol). The tube was capped with a rubber septum, evacuated and then flushed with argon three times. P(isoBuNCH2CH2)3N (4 mol %), 4-aminostyrene (1 mmol), bromobenzene (314 mg, 2 mmol) and toluene (10 mL) were successively added via syringe. After the tube was heated at 60° C. for 3 h, all the starting material was converted in to the N,N-diphenylaminostyrene as judged by TLC. To ...